This data is from the Open Reaction Database (ORD), a public repository of structured organic reaction records. The task is: describe an organic reaction: reactants, conditions, products, and yield The reactants are N1(CCNCCC1)C1=C(C=C(C=C1)N1C(C2=CC=C(C=C2CC1)O)=O)OC (2-(4-[1,4]Diazepan-1-yl-3-methoxy-phenyl)-6-hydroxy-3,4-dihydro-2H-isoquinolin-1-one), COCC(C)=O (1-methoxy-propan-2-one). Product: OC=1C=C2CCN(C(C2=CC1)=O)C1=CC(=C(C=C1)N1CCN(CCC1)C(COC)C)OC (6-Hydroxy-2-{3-methoxy-4-[4-(2-methoxy-1-methyl-ethyl)-[1,4]diazepan-1-yl]-phenyl}-3,4-dihydro-2H-isoquinolin-1-one). Reaction SMILES: [N:1]1([C:8]2[CH:13]=[CH:12][C:11]([N:14]3[CH2:23][CH2:22][C:21]4[C:16](=[CH:17][CH:18]=[C:19]([OH:24])[CH:20]=4)[C:15]3=[O:25])=[CH:10][C:9]=2[O:26][CH3:27])[CH2:7][CH2:6][CH2:5][NH:4][CH2:3][CH2:2]1.[CH3:28][O:29][CH2:30][C:31](=O)[CH3:32]>>[OH:24][C:19]1[CH:20]=[C:21]2[C:16](=[CH:17][CH:18]=1)[C:15](=[O:25])[N:14]([C:11]1[CH:12]=[CH:13][C:8]([N:1]3[CH2:7][CH2:6][CH2:5][N:4]([CH:31]([CH3:32])[CH2:30][O:29][CH3:28])[CH2:3][CH2:2]3)=[C:9]([O:26][CH3:27])[CH:10]=1)[CH2:23][CH2:22]2. Procedure: 2-(4-[1,4]Diazepan-1-yl-3-methoxy-phenyl)-6-hydroxy-3,4-dihydro-2H-isoquinolin-1-one and 1-methoxy-propan-2-one were reacted according to Method J1. In this way the product was obtained with molecular weight 439.56 (C25H33N3O4); MS (ESI): 440 (M+H+). As a reaction SMILES: C(=O)([O-])[O-].[Na+].[Na+].OC1C=C(O)C=C(O)C=1.[C:16]([O:19][CH:20]=[CH2:21])(=O)[CH3:17].OC1C=C(OC=C)C=C(O)C=1.OC1[CH:39]=[C:38]([O:40][CH:41]=[CH2:42])[CH:37]=[C:36]([O:43][CH:44]=[CH2:45])C=1>C1(C)C=CC=CC=1>[CH:20]([O:19][C:16]1[CH:17]=[C:36]([O:43][CH:44]=[CH2:45])[CH:37]=[C:38]([O:40][CH:41]=[CH2:42])[CH:39]=1)=[CH2:21] |f:0.1.2|. Conditions: temperature 100 celsius, time 6 hour. Solvent: C1(=CC=CC=C1)C (toluene). The reactants are di-μ-chlorobis(1,5-cyclooctadiene)diiridium(I) [Ir(cod)Cl]2, C([O-])([O-])=O.[Na+].[Na+] (sodium carbonate), OC1=CC(=CC(=C1)OC=C)O (1,3-dihydroxy-5-vinyloxybenzene), OC1=CC(=CC(=C1)O)O (1,3,5-trihydroxybenzene), C(C)(=O)OC=C (vinyl acetate), OC1=CC(=CC(=C1)OC=C)OC=C (1-hydroxy-3,5-bis(vinyloxy)benzene). Product: C(=C)OC1=CC(=CC(=C1)OC=C)OC=C (1,3,5-tris(vinyloxy)benzene). Procedure: To a mixture of di-μ-chlorobis(1,5-cyclooctadiene)diiridium(I) [Ir(cod)Cl]2 (67 mg, 0.1 mmol) and sodium carbonate (640 mg, 6 mmol) in toluene (5 ml) were added 1,3,5-trihydroxybenzene (5 mmol) and vinyl acetate (2.15 g, 25 mmol), followed by stirring at 100° C. in an atmosphere of argon gas for 6 hours. The reaction mixture was analyzed by gas chromatography to find that 1,3-dihydroxy-5-vinyloxybenzene, 1-hydroxy-3,5-bis(vinyloxy)benzene, and 1,3,5-tris(vinyloxy)benzene were formed in yields of... Starting materials: ClC=1C=CC(=C(C1)N1C(N(CC1)C)=O)C(=O)N1CCN(CC1)C1=NC=C(C=C1C)C1CC1 (1-{5-chloro-2-[4-(5-cyclopropyl-3-methylpyridin-2-yl)piperazine-1-carbonyl]phenyl}-3-methylimidazolidin-2-one), N1C(CCC1)=O (pyrrolidin-2-one). Product: C1(CC1)C=1C=C(C(=NC1)N1CCN(CC1)C(=O)C1=C(C=C(C=C1)N1C(CCC1)=O)N1C(N(CC1)C)=O)C (1-[2-[4-(5-cyclopropyl-3-methylpyridin-2-yl)piperazine-1-carbonyl]-5-(2-oxopyrrolidin-1-yl)phenyl]-3-methylimidazolidin-2-one). Isolated yield 47.4%. Reaction SMILES: Cl[C:2]1[CH:3]=[CH:4][C:5]([C:15]([N:17]2[CH2:22][CH2:21][N:20]([C:23]3[C:28]([CH3:29])=[CH:27][C:26]([CH:30]4[CH2:32][CH2:31]4)=[CH:25][N:24]=3)[CH2:19][CH2:18]2)=[O:16])=[C:6]([N:8]2[CH2:12][CH2:11][N:10]([CH3:13])[C:9]2=[O:14])[CH:7]=1.[NH:33]1[CH2:37][CH2:36][CH2:35][C:34]1=[O:38]>>[CH:30]1([C:26]2[CH:27]=[C:28]([CH3:29])[C:23]([N:20]3[CH2:21][CH2:22][N:17]([C:15]([C:5]4[CH:4]=[CH:3][C:2]([N:33]5[CH2:37][CH2:36][CH2:35][C:34]5=[O:38])=[CH:7][C:6]=4[N:8]4[CH2:12][CH2:11][N:10]([CH3:13])[C:9]4=[O:14])=[O:16])[CH2:18][CH2:19]3)=[N:24][CH:25]=2)[CH2:32][CH2:31]1. Procedure: Using 1-{5-chloro-2-[4-(5-cyclopropyl-3-methylpyridin-2-yl)piperazine-1-carbonyl]phenyl}-3-methylimidazolidin-2-one (82 mg) described in Preparation Example 242 and pyrrolidin-2-one (23 mg) and by the reaction and treatment in the same manner as in Example 666, the title compound (43 mg) was obtained. Reactants: FC1=C(C(=C(C2=C1C=CO2)[N+](=O)[O-])NC2=C(C=C(C=C2)I)F)F ((4,5-difluoro-7-nitro-benzofuran-6-yl)-(2-fluoro-4-iodo-phenyl)-amine), [NH4+].[Cl-] (NH4Cl), [NH4+].[Cl-] (NH4Cl). The reagents and catalysts are [Zn] (zinc), [Zn] (zinc), [Zn] (Zinc). Run in C1CCOC1 (THF), O (water). Reaction conditions: time 1.5 hour. Product: FC1=C(C(=C(C2=C1C=CO2)N)NC2=C(C=C(C=C2)I)F)F (4,5-Difluoro-N6-(2-fluoro-4-iodo-phenyl)-benzofuran-6,7-diamine). RXN SMILES: [F:1][C:2]1[C:7]2[CH:8]=[CH:9][O:10][C:6]=2[C:5]([N+:11]([O-])=O)=[C:4]([NH:14][C:15]2[CH:20]=[CH:19][C:18]([I:21])=[CH:17][C:16]=2[F:22])[C:3]=1[F:23].[NH4+].[Cl-]>C1COCC1.O.[Zn]>[F:1][C:2]1[C:7]2[CH:8]=[CH:9][O:10][C:6]=2[C:5]([NH2:11])=[C:4]([NH:14][C:15]2[CH:20]=[CH:19][C:18]([I:21])=[CH:17][C:16]=2[F:22])[C:3]=1[F:23] |f:1.2|. Reported procedure: For scale up synthesis, a solution of (4,5-difluoro-7-nitro-benzofuran-6-yl)-(2-fluoro-4-iodo-phenyl)-amine (165 g) and NH4Cl in 2.5 L of THF and 2.5 L of water was cooled to between 0° C. and 5° C. Zinc dust was added (portionwise) at a temperature of less than 25° C. (exothermic during first half of addition) over 30 minutes. The addition of zinc dust resulted in a color change from yellow to dark purple and to pale yellow. Complete conversion was achieved with the addition of NH4Cl (50 g) and... The reactants are Cl (HCl), C(C)(C)(C)OC(=O)NC12C3C4C5C3C1C5C24 ((tert-butoxycarbonyl)aminocubane). The solvent is CO (methanol). The product is [Cl-].[NH4+].C12C3C4C5C3C1C5C24 (Cubane ammonium chloride). As a reaction SMILES: [ClH:1].C(OC([NH:9][C:10]12[CH:17]3[CH:12]4[CH:13]5[CH:16]3[CH:15]1[CH:14]5[CH:11]24)=O)(C)(C)C>CO>[Cl-:1].[NH4+:9].[CH:10]12[CH:17]3[CH:12]4[CH:13]5[CH:16]3[CH:15]1[CH:14]5[CH:11]24 |f:3.4.5|. Procedure details: HCl gas was bubbled through a suspension of 4.0 g (18.3 millimoles) (tert-butoxycarbonyl)aminocubane in 200 ml of wet methanol at -30° C. until the solution became homogeneous. The methanol was removed in vacuo and 50 ml ether/acetone (4:1) was added to the residue. The solid (2.4 g, 85%) was collected by filtration and dried. The light tan solid was used without further purification. An NMR spectrum of the product dissolved in fully deuterated dimethyl sulfoxide had peaks assigned the following...